Dataset: the Open Reaction Database (ORD), a public repository of structured organic reaction records. Task: describe an organic reaction: reactants, conditions, products, and yield Starting materials: CC=1N=C(N2N=C(N=C(C21)N2N=CN=C2)C2=CC(=CC=C2)[N+](=O)[O-])C (5,7-Dimethyl-2-(3-nitrophenyl)-4-(1H-1,2,4-triazol-1-yl)imidazo[5,1-f][1,2,4]triazine), COC=1C=C(N)C=C(C1OC)OC (3,4,5-trimethoxyaniline), C([O-])([O-])=O.[K+].[K+] (potassium carbonate). Solvent: CN(C)C=O (DMF). Run at temperature 90 celsius, time 8 hour. The product is CC=1N=C(N2N=C(N=C(C21)NC2=CC(=C(C(=C2)OC)OC)OC)C2=CC(=CC=C2)[N+](=O)[O-])C (5,7-Dimethyl-2-(3-nitrophenyl)-N-(3,4,5-trimethoxyphenyl)imidazo[5,1-f][1,2,4]triazin-4-amine). RXN SMILES: [CH3:1][C:2]1[N:3]=[C:4]([CH3:25])[N:5]2[C:10]=1[C:9]([N:11]1[CH:15]=NC=N1)=[N:8][C:7]([C:16]1[CH:21]=[CH:20][CH:19]=[C:18]([N+:22]([O-:24])=[O:23])[CH:17]=1)=[N:6]2.[CH3:26][O:27][C:28]1[CH:29]=C([CH:32]=[C:33]([O:37][CH3:38])[C:34]=1[O:35][CH3:36])N.C(=O)([O-])[O-].[K+].[K+]>CN(C=O)C>[CH3:1][C:2]1[N:3]=[C:4]([CH3:25])[N:5]2[C:10]=1[C:9]([NH:11][C:15]1[CH:29]=[C:28]([O:27][CH3:26])[C:34]([O:35][CH3:36])=[C:33]([O:37][CH3:38])[CH:32]=1)=[N:8][C:7]([C:16]1[CH:21]=[CH:20][CH:19]=[C:18]([N+:22]([O-:24])=[O:23])[CH:17]=1)=[N:6]2 |f:2.3.4|. Reported procedure: To a solution of 350 mg (1.04 mmol) of 5,7-dimethyl-2-(3-nitrophenyl)-4-(1H-1,2,4-triazol-1-yl)imidazo[5,1-f][1,2,4]triazine from example 12A in DMF is treated with 290 mg (1.56 mmol) of 3,4,5-trimethoxyaniline and 220 mg (1.56 mmol) of potassium carbonate. The reaction mixture is stirred overnight at 90° C. After cooling, the solvent is removed on a rotary evaporator, the residue is treated twice more with toluene and the solvent is removed in vacuo. The product is extracted by stirring with a ... The reactants are C([O-])([O-])=O.[K+].[K+] (potassium carbonate), C(C)(=O)OC1=C(C(=C(C(=C1)C)NC(C)=O)C)C (1-acetoxy-4-acetylamino-2,3,5-trimethylbenzene), C(C)(=O)OCC.C(C)(C)OC(C)C (ethyl acetate isopropyl ether), Cl (hydrochloric acid). Solvent: O (water), CO (methanol), O (water). Conditions: time 1 hour. The product is C(C)(=O)NC1=C(C(=C(C=C1C)O)C)C (4-Acetylamino-2,3,5-trimethylphenol). Yield: 58.8%. As a reaction SMILES: C(=O)([O-])[O-].[K+].[K+].C([O:10][C:11]1[CH:16]=[C:15]([CH3:17])[C:14]([NH:18][C:19](=[O:21])[CH3:20])=[C:13]([CH3:22])[C:12]=1[CH3:23])(=O)C.Cl.C(OCC)(=O)C.C(OC(C)C)(C)C>O.CO>[C:19]([NH:18][C:14]1[C:15]([CH3:17])=[CH:16][C:11]([OH:10])=[C:12]([CH3:23])[C:13]=1[CH3:22])(=[O:21])[CH3:20] |f:0.1.2,5.6|. Procedure details: A solution of potassium carbonate (27 g, 195 mmol) in water (150 ml) was added to a solution of 1-acetoxy-4-acetylamino-2,3,5-trimethylbenzene (66.0 g, 324 mmol) in methanol (300 ml) and the mixture was stirred for 1 hour under an argon atmosphere. Aqueous 1N hydrochloric acid solution was added to the reaction mixture to make the mixture weakly acid and the resulting mixture was diluted with water. Crystals precipitated were filtered, washed with water, dried and then recrystallized from ethyl ... Starting materials: ClC1=CC=C(C(=O)NO)C=C1 (4-chlorobenzohydroxamic acid), N1=CC=CC=C1 (pyridine), hydroxamic acid, C(C)C(C(=O)Cl)(C(=O)Cl)CC (diethylmalonyl chloride). The solvent is C(Cl)Cl (methylene chloride). Yields the product ClC1=CC=C(C(=O)N2OC(C(C2=O)(CC)CC)=O)C=C1 (2-(4-chlorobenzoyl)-4,4-diethylisoxazolidine-3,5-dione). Isolated yield 16.4%. As a reaction SMILES: [Cl:1][C:2]1[CH:11]=[CH:10][C:5]([C:6]([NH:8][OH:9])=[O:7])=[CH:4][CH:3]=1.N1C=CC=CC=1.[CH2:18]([C:20]([CH2:27][CH3:28])([C:24](Cl)=[O:25])[C:21](Cl)=[O:22])[CH3:19]>C(Cl)Cl>[Cl:1][C:2]1[CH:11]=[CH:10][C:5]([C:6]([N:8]2[C:21](=[O:22])[C:20]([CH2:27][CH3:28])([CH2:18][CH3:19])[C:24](=[O:25])[O:9]2)=[O:7])=[CH:4][CH:3]=1. Procedure: A mixture consisting of 2.70 g (0.0157 mol) of 4-chlorobenzohydroxamic acid, mp 170-171° C. (dec). (lit. mp 168° C. dec., Bielstein Handbook of Organic Chemistry, series H, vol 9. p. 341), 5 ml of pyridine, and 100 ml of methylene chloride was prepared in a 250 ml round bottom flask. The mixture was cooled in an ice bath, and 3.097 g (0.0157 mol) of diethylmalonyl chloride was added dropwise over a 15 minutes period with stirring. The reaction mixture was stirred for 4 hours at room temperature ...